Dataset: the Open Reaction Database (ORD), a public repository of structured organic reaction records. Task: describe an organic reaction: reactants, conditions, products, and yield Reactants: C(CC=C)C(OC1=CC=C(C(=O)OC)C=C1)C1CCCCC1 (methyl 4-(but-3-enylcyclohexylmethoxy)benzoate), [OH-].[K+].CO (KOH methanol), S(=O)(Cl)Cl (thionyl chloride). The product is C(CC=C)C(OC1=CC=C(C(=O)Cl)C=C1)C1CCCCC1 (4-(but-3-enylcyclohexylmethoxy)benzoyl chloride). As a reaction SMILES: [CH2:1]([CH:5]([CH:17]1[CH2:22][CH2:21][CH2:20][CH2:19][CH2:18]1)[O:6][C:7]1[CH:16]=[CH:15][C:10]([C:11](OC)=[O:12])=[CH:9][CH:8]=1)[CH2:2][CH:3]=[CH2:4].[OH-].[K+].CO.S(Cl)([Cl:29])=O>>[CH2:1]([CH:5]([CH:17]1[CH2:22][CH2:21][CH2:20][CH2:19][CH2:18]1)[O:6][C:7]1[CH:16]=[CH:15][C:10]([C:11]([Cl:29])=[O:12])=[CH:9][CH:8]=1)[CH2:2][CH:3]=[CH2:4] |f:1.2.3|. Procedure details: 65 g (0.2 mol) of the above tosyl ester were added to a solution of 36.5 g (0.24 mol) of potassium tert-butoxide dissolved in tert-butanol, and the mixture was warmed to reflux with stirring and stirred under reflux for 8.5 hours. After cooling, the mixture was hydrolyzed and extracted with methyl tert-butyl ether, and the organic phase was washed (twice with water), dried and evaporated. The residue was again partitioned between 2 N NaOH and methyl tert-butyl ether, and the purification procedu... Reactants: ClC1=C(CN2C(=NC=3C2=NC(=CC3)C#N)C)C=CC(=C1)C1=CC=CC=C1 (3-(2-chloro-4-phenylbenzyl)-2-methyl-3H-imidazo[4,5-b]pyridine-5-carbonitrile), ClC1=C(CN2C(=NC3=NC(=CC=C32)C#N)C)C=CC(=C1)C1=CC=CC=C1 (1-(2-chloro-4-phenylbenzyl)-2-methyl-1H-imidazo-[4,5-b]pyridine-5-carbonitrile). Yields the product CC=1NC=2C(=NC(=CC2)C#N)N1 (2-methyl-1H-imidazo[4,5-b]pyridine-5-carbonitrile). RXN SMILES: ClC1C=C(C2C=CC=CC=2)C=CC=1C[N:5]1[C:9]2=[N:10][C:11]([C:14]#[N:15])=[CH:12][CH:13]=[C:8]2[N:7]=[C:6]1[CH3:16].ClC1C=C(C2C=CC=CC=2)C=CC=1CN1C2C(=NC(C#N)=CC=2)N=C1C>>[CH3:16][C:6]1[NH:7][C:8]2[C:9]([N:5]=1)=[N:10][C:11]([C:14]#[N:15])=[CH:12][CH:13]=2. Procedure: In the same manner as in the following Preparation Example 14-2, 3-(2-chloro-4-phenylbenzyl)-2-methyl-3H-imidazo[4,5-b]pyridine-5-carbonitrile (163 mg and 1-(2-chloro-4-phenylbenzyl)-2-methyl-1H-imidazo-[4,5-b]pyridine-5-carbonitrile (113 mg) were respectively obtained as pale-yellow crystals and pale-yellow amorphous from 2-methyl-1H-imidazo[4,5-b]pyridine-5-carbonitrile (200 mg). Reactants: C(C)(=O)OC1=CC=C(C[C@@H]2OC3=C(CC2)C=C(C=C3)C=O)C=C1 ((R)-(-)-2-(4-Acetoxybenzyl)-3,4-dihydro-6- formyl-2H-benzopyran). Solvent: CO (methanol), O1CCCC1 (tetrahydrofuran), [OH-].[Na+] (NaOH). Reaction conditions: time 2 hour. Yields the product C(=O)C=1C=CC2=C(CC[C@@H](O2)CC2=CC=C(C=C2)O)C1 ((R)-(-)-3,4-Dihydro-6-formyl-2-(4-hydroxybenzyl)-2H-benzopyran). Yield: 73.8%. RXN SMILES: C([O:4][C:5]1[CH:23]=[CH:22][C:8]([CH2:9][C@H:10]2[CH2:15][CH2:14][C:13]3[CH:16]=[C:17]([CH:20]=[O:21])[CH:18]=[CH:19][C:12]=3[O:11]2)=[CH:7][CH:6]=1)(=O)C>CO.O1CCCC1.[OH-].[Na+]>[CH:20]([C:17]1[CH:18]=[CH:19][C:12]2[O:11][C@@H:10]([CH2:9][C:8]3[CH:22]=[CH:23][C:5]([OH:4])=[CH:6][CH:7]=3)[CH2:15][CH2:14][C:13]=2[CH:16]=1)=[O:21] |f:3.4|. Reported procedure: (R)-(-)-2-(4-Acetoxybenzyl)-3,4-dihydro-6- formyl-2H-benzopyran (15.7 g, 51 mmol) was dissolved in a mixture of methanol (200 ml), tetrahydrofuran (200 ml) and 2M NaOH (200 ml) and stirred at room temperature for 2 hours. The reaction mixture was concentrated in vacuo, diluted with water (100 ml) and acidified with 10% HCl (250 ml). The aqueous solution was extracted with ethyl acetate (2×500 ml) and the combined organics were washed with water (250 ml), brine (250 ml), and dried (MgSO4). The so... Starting materials: ClCCl, CCCCc1c(Cl)cc(C)nc1Cl, O=C(OO)c1cccc(Cl)c1. Yields the product CCCCc1c(Cl)cc(C)[n+]([O-])c1Cl. Reaction SMILES: [CH2:25]([Cl:26])[Cl:27].[CH3:1][c:2]1[n:3][c:4]([Cl:13])[c:5]([CH2:9][CH2:10][CH2:11][CH3:12])[c:6]([Cl:8])[cH:7]1.[Cl:14][c:15]1[cH:16][cH:17][cH:18][c:19]([C:20]([O:21][OH:23])=[O:22])[cH:24]1>>[CH3:1][c:2]1[n+:3]([O-:22])[c:4]([Cl:13])[c:5]([CH2:9][CH2:10][CH2:11][CH3:12])[c:6]([Cl:8])[cH:7]1. Reactants: C(=O)(O)C(C(=O)O)CC12C3=CC=CC=C3C(C=3C=CC=CC13)C2 (α-Carboxy-β-(9,10-dihydro-9,10-methano-9-anthryl)-propionic acid), BrBr (bromine). The solvent is CCOCC (ether), C=1(C(=CC=CC1)C)C (xylene). Yields the product BrC(C(=O)O)CC12C3=CC=CC=C3C(C=3C=CC=CC13)C2 (α-bromo-β-(9,10-dihydro-9,10-methano-9-anthryl)propionic acid). RXN SMILES: [C:1]([CH:4]([CH2:8][C:9]12[CH2:23][CH:16]([C:17]3[CH:18]=[CH:19][CH:20]=[CH:21][C:22]=31)[C:15]1[C:10]2=[CH:11][CH:12]=[CH:13][CH:14]=1)C(O)=O)([OH:3])=[O:2].[Br:24]Br>CCOCC.C1(C)C(C)=CC=CC=1>[Br:24][CH:4]([CH2:8][C:9]12[CH2:23][CH:16]([C:17]3[CH:18]=[CH:19][CH:20]=[CH:21][C:22]=31)[C:15]1[C:10]2=[CH:11][CH:12]=[CH:13][CH:14]=1)[C:1]([OH:3])=[O:2]. Procedure details: α-Carboxy-β-(9,10-dihydro-9,10-methano-9-anthryl)-propionic acid was treated with bromine in ether, and the corresponding brominated compound was refluxed in xylene to give α-bromo-β-(9,10-dihydro-9,10-methano-9-anthryl)propionic acid. α-Bromo-β-(9,10-dihydro-9,10-methano-9-anthryl)-propionic acid was treated with thionyl chloride and then with N-benzyl-N-hydroxyethylamine to give α-bromo-β-(9,10-dihydro-9,10-methano-9anthryl)propionic acid N-benzyl-N-hydroxyethylamide, I.R., 3400, 3060, 3045, 2... Reactants: C(C1=CC=CC=C1)N1[C@@H](CC(C[C@H]1C)N(C=1C(=C(C(=O)NCC=2C(NC(=CC2C)C)=O)C=C(C1)C(F)(F)F)C)CC)C (3-{[(2R,6R)-1-benzyl-2,6-dimethylpiperidin-4-yl](ethyl)amino}-N-[(4,6-dimethyl-2-oxo-1,2-dihydropyridin-3-yl)methyl]-2-methyl-5-(trifluoromethyl)benzamide). The reagents and catalysts are [Pd] (Pd/C). Solvent: CO (MeOH). Conditions: time 2 hour. Yields the product CC1=C(C(NC(=C1)C)=O)CNC(C1=C(C(=CC(=C1)C(F)(F)F)N(CC)C1C[C@H](N[C@@H](C1)C)C)C)=O (N-[(4,6-Dimethyl-2-oxo-1,2-dihydropyridin-3-yl)methyl]-3-{[(2R*,6R*)-2,6-dimethylpiperidin-4-yl](ethyl)amino}-2-methyl-5-(trifluoromethyl)benzamide). Yield: 56.2%. As a reaction SMILES: C([N:8]1[C@H:13]([CH3:14])[CH2:12][CH:11]([N:15]([CH2:40][CH3:41])[C:16]2[C:17]([CH3:39])=[C:18]([CH:32]=[C:33]([C:35]([F:38])([F:37])[F:36])[CH:34]=2)[C:19]([NH:21][CH2:22][C:23]2[C:24](=[O:31])[NH:25][C:26]([CH3:30])=[CH:27][C:28]=2[CH3:29])=[O:20])[CH2:10][C@H:9]1[CH3:42])C1C=CC=CC=1>CO.[Pd]>[CH3:29][C:28]1[CH:27]=[C:26]([CH3:30])[NH:25][C:24](=[O:31])[C:23]=1[CH2:22][NH:21][C:19](=[O:20])[C:18]1[CH:32]=[C:33]([C:35]([F:36])([F:37])[F:38])[CH:34]=[C:16]([N:15]([CH:11]2[CH2:12][C@@H:13]([CH3:14])[NH:8][C@H:9]([CH3:42])[CH2:10]2)[CH2:40][CH3:41])[C:17]=1[CH3:39]. Procedure: To a stirred solution of 3-{[(2R,6R)-1-benzyl-2,6-dimethylpiperidin-4-yl](ethyl)amino}-N-[(4,6-dimethyl-2-oxo-1,2-dihydropyridin-3-yl)methyl]-2-methyl-5-(trifluoromethyl)benzamide (267 mg, 0.459 mmol) in MeOH (5 mL) was added Pd/C (250 mg). The reaction mixture was stirred at et for 2 hour under hydrogen atmosphere. The reaction mixture was filtered and the filtrate was concentrated in vacuo. The residue was purified by silica gel column chromatography (1. NAM-300H silica gel produced by Nagara ... Procedure details: 210 mg (0.45 mmol) of (1S*,3S*,3aR*,8bS*)-6-(2-azidoethoxy)-3a-(4-chlorophenyl)-3-phenyl-2,3,3a,8b-tetrahydrocyclopenta[b]benzofuran-1,8b-(1H)-diol (Example 49A) are dissolved in 34 ml of ethanol. Addition of 56 mg of 10% palladium on activated carbon is followed by stirring at RT under hydrogen at atmospheric pressure for 15 minutes. The residue from filtration and concentration is filtered through silica gel 60. Toluene is used for washing, and a 1:1 dichloromethane/ethanol mixture is used for... Run at time 15 minute. The reactants are N(=[N+]=[N-])CCOC1=CC2=C([C@]3([C@@](O2)([C@@H](C[C@@H]3O)C3=CC=CC=C3)C3=CC=C(C=C3)Cl)O)C=C1 ((1S*,3S*,3aR*,8bS*)-6-(2-Azidoethoxy)-3a-(4-chlorophenyl)-3-phenyl-2,3,3a,8b-tetrahydrocyclopenta[b]benzofuran-1,8b-(1H)-diol). The product is NCCOC1=CC2=C([C@]3([C@@](O2)([C@@H](C[C@@H]3O)C3=CC=CC=C3)C3=CC=C(C=C3)Cl)O)C=C1 ((1S*,3S*,3aR*,8bS*)-6-(2-Aminoethoxy)-3a-(4-chlorophenyl)-3-phenyl-2,3,3a,8b-tetrahydrocyclopenta[b]benzofuran-1,8b-(1H)-diol). The reagents and catalysts are [Pd] (palladium on activated carbon). As a reaction SMILES: [N:1]([CH2:4][CH2:5][O:6][C:7]1[CH:33]=[CH:32][C:10]2[C@:11]3([OH:31])[C@@H:16]([OH:17])[CH2:15][C@@H:14]([C:18]4[CH:23]=[CH:22][CH:21]=[CH:20][CH:19]=4)[C@:12]3([C:24]3[CH:29]=[CH:28][C:27]([Cl:30])=[CH:26][CH:25]=3)[O:13][C:9]=2[CH:8]=1)=[N+]=[N-]>C(O)C.[Pd]>[NH2:1][CH2:4][CH2:5][O:6][C:7]1[CH:33]=[CH:32][C:10]2[C@:11]3([OH:31])[C@@H:16]([OH:17])[CH2:15][C@@H:14]([C:18]4[CH:23]=[CH:22][CH:21]=[CH:20][CH:19]=4)[C@:12]3([C:24]3[CH:25]=[CH:26][C:27]([Cl:30])=[CH:28][CH:29]=3)[O:13][C:9]=2[CH:8]=1. Run in C(C)O (ethanol). The reactants are C1COCCO1, CON=C1CCc2cc(-c3[nH]c(-c4ccc(OCCN(C)C)cc4)cc3-c3ccncc3)ccc21, CC(C)=O, Cl. Yields the product CN(C)CCOc1ccc(-c2cc(-c3ccncc3)c(-c3ccc4c(c3)CCC4=O)[nH]2)cc1. Reaction SMILES: [CH2:36]1[O:37][CH2:39][CH2:40][O:38][CH2:41]1.[CH3:1][O:2][N:3]=[C:4]1[CH2:5][CH2:6][c:7]2[cH:8][c:9](-[c:13]3[nH:14][c:15](-[c:24]4[cH:25][cH:26][c:27]([O:30][CH2:31][CH2:32][N:33]([CH3:34])[CH3:35])[cH:28][cH:29]4)[cH:16][c:17]3-[c:18]3[cH:19][cH:20][n:21][cH:22][cH:23]3)[cH:10][cH:11][c:12]21.[CH3:43][C:44](=[O:45])[CH3:46].[ClH:42]>>[C:4]1(=[O:38])[CH2:5][CH2:6][c:7]2[cH:8][c:9](-[c:13]3[nH:14][c:15](-[c:24]4[cH:25][cH:26][c:27]([O:30][CH2:31][CH2:32][N:33]([CH3:34])[CH3:35])[cH:28][cH:29]4)[cH:16][c:17]3-[c:18]3[cH:19][cH:20][n:21][cH:22][cH:23]3)[cH:10][cH:11][c:12]21.